From a dataset of the Open Reaction Database (ORD), a public repository of structured organic reaction records. describe an organic reaction: reactants, conditions, products, and yield Solvent: CN(C)C=O (DMF), CCOC(=O)C (EtOAc). Isolated yield 19.7%. RXN SMILES: [F:1][C:2]1[CH:11]=[C:10]2[C:5]([CH2:6][CH2:7][C:8](=[O:13])[N:9]2[CH3:12])=[CH:4][C:3]=1B1OC(C)(C)C(C)(C)O1.Br[C:24]1[CH:25]=[C:26]([CH:30]([NH:32][C:33](=[O:36])[CH2:34][CH3:35])[CH3:31])[CH:27]=[N:28][CH:29]=1.C([O-])([O-])=O.[Na+].[Na+].C([O-])(O)=O.[Na+]>CN(C=O)C.CCOC(C)=O.C1C=CC(P(C2C=CC=CC=2)C2C=CC=CC=2)=CC=1.C1C=CC(P(C2C=CC=CC=2)C2C=CC=CC=2)=CC=1.Cl[Pd]Cl>[F:1][C:2]1[CH:11]=[C:10]2[C:5]([CH2:6][CH2:7][C:8](=[O:13])[N:9]2[CH3:12])=[CH:4][C:3]=1[C:24]1[CH:25]=[C:26]([CH:30]([NH:32][C:33](=[O:36])[CH2:34][CH3:35])[CH3:31])[CH:27]=[N:28][CH:29]=1 |f:2.3.4,5.6,9.10.11|. Run at temperature 100 celsius. Reactants: C(=O)(O)[O-].[Na+] (NaHCO3), C(=O)([O-])[O-].[Na+].[Na+] (Na2CO3), FC1=C(C=C2CCC(N(C2=C1)C)=O)B1OC(C(O1)(C)C)(C)C (7-fluoro-1-methyl-6-(4,4,5,5-tetramethyl-[1,3,2]dioxaborolan-2-yl)-3,4-dihydro-1H-quinolin-2-one), BrC=1C=C(C=NC1)C(C)NC(CC)=O ((rac)-N-[1-(5-bromo-pyridin-3-yl)-ethyl]-propionamide). Reported procedure: To a mixture of 7-fluoro-1-methyl-6-(4,4,5,5-tetramethyl-[1,3,2]dioxaborolan-2-yl)-3,4-dihydro-1H-quinolin-2-one (intermediate A-22, 168 g, 0.55 mmol) and (rac)-N-[1-(5-bromo-pyridin-3-yl)-ethyl]-propionamide (125 mg, 0.5 mmol) in DMF (3 mL), purged with argon for 1 min, was added bis(triphenylphosphine)palladium(II)chloride (38 mg, 0.054 mmol) and 1 N aq. Na2CO3 (2.5 mL). Then, the resulting reaction mixture was heated in a microwave at 100° C. for 45 min. After cooling to room temperature, it ... The reagents and catalysts are C1=CC=C(C=C1)P(C2=CC=CC=C2)C3=CC=CC=C3.C1=CC=C(C=C1)P(C2=CC=CC=C2)C3=CC=CC=C3.Cl[Pd]Cl (bis(triphenylphosphine)palladium(II)chloride). The product is FC1=C(C=C2CCC(N(C2=C1)C)=O)C=1C=C(C=NC1)C(C)NC(CC)=O ((rac)-N-{1-[5-(7-Fluoro-1-methyl-2-oxo-1,2,3,4-tetrahydro-quinolin-6-yl)-pyridin-3-yl]-ethyl}-propionamide). The reactants are CCOC(=O)c1ccc(CC(=O)NC(C(=O)OCC)c2ccccc2N2CCCCC2)cc1OCC, CCO, Cl, [Na+], [OH-]. The product is CCOC(=O)c1ccc(CC(=O)NC(C(=O)O)c2ccccc2N2CCCCC2)cc1OCC. Reaction SMILES: [CH2:1]([CH3:2])[O:3][c:4]1[c:5]([C:6](=[O:7])[O:8][CH2:9][CH3:10])[cH:11][cH:12][c:13]([CH2:15][C:16](=[O:17])[NH:18][CH:19]([c:20]2[c:21]([N:26]3[CH2:27][CH2:28][CH2:29][CH2:30][CH2:31]3)[cH:22][cH:23][cH:24][cH:25]2)[C:32](=[O:33])[O:34][CH2:35][CH3:36])[cH:14]1.[CH3:40][CH2:41][OH:42].[ClH:39].[Na+:38].[OH-:37]>>[CH2:1]([CH3:2])[O:3][c:4]1[c:5]([C:6](=[O:7])[O:8][CH2:9][CH3:10])[cH:11][cH:12][c:13]([CH2:15][C:16](=[O:17])[NH:18][CH:19]([c:20]2[c:21]([N:26]3[CH2:27][CH2:28][CH2:29][CH2:30][CH2:31]3)[cH:22][cH:23][cH:24][cH:25]2)[C:32](=[O:33])[OH:34])[cH:14]1. The reactants are O(C1=CC=CC=C1)CCSCC1=CC=C(C=C1)C1=CC(=CC=C1)C(=O)O (4′-(2-phenoxy-ethylsulfanylmethyl)-biphenyl-3-carboxylic acid), C(C)OC(=O)C1=CC=C(C=C1)C1=CC(=CC=C1)CSCCOC1=CC=CC=C1 (3′-(2-Phenoxy-ethylsulfanylmethyl)-biphenyl-4-carboxylic acid ethyl ester), [OH-].[Li+] (lithium hydroxide). Solvent: C1CCOC1 (THF). The product is O(C1=CC=CC=C1)CCSCC=1C=C(C=CC1)C1=CC=C(C=C1)C(=O)O (3′-(2-phenoxy-ethylsulfanylmethyl)-biphenyl-4-carboxylic acid). Isolated yield 90.4%. Reaction SMILES: O(CCSCC1C=CC(C2C=CC=C(C(O)=O)C=2)=CC=1)C1C=CC=CC=1.C([O:29][C:30]([C:32]1[CH:37]=[CH:36][C:35]([C:38]2[CH:43]=[CH:42][CH:41]=[C:40]([CH2:44][S:45][CH2:46][CH2:47][O:48][C:49]3[CH:54]=[CH:53][CH:52]=[CH:51][CH:50]=3)[CH:39]=2)=[CH:34][CH:33]=1)=[O:31])C.[OH-].[Li+]>C1COCC1>[O:48]([CH2:47][CH2:46][S:45][CH2:44][C:40]1[CH:39]=[C:38]([C:35]2[CH:34]=[CH:33][C:32]([C:30]([OH:31])=[O:29])=[CH:37][CH:36]=2)[CH:43]=[CH:42][CH:41]=1)[C:49]1[CH:50]=[CH:51][CH:52]=[CH:53][CH:54]=1 |f:2.3|. Procedure: 3′-(2-Phenoxy-ethylsulfanylmethyl)-biphenyl-4-carboxylic acid was synthesized as described for 4′-(2-phenoxy-ethylsulfanylmethyl)-biphenyl-3-carboxylic acid. 3′-(2-Phenoxy-ethylsulfanylmethyl)-biphenyl-4-carboxylic acid ethyl ester (2.0 g, 5.1 mmol, 1 eq.) in 30% aqueous THF was treated with lithium hydroxide (0.37 g, 15.3 mmol, 3 eq.). When complete, the reaction was worked up as described leaving 3′-(2-phenoxy-ethylsulfanylmethyl)-biphenyl-4-carboxylic acid (1.68 g, 90% yield) as a white solid... The reactants are CCOC(=O)CN(C)c1cc(-c2noc(-c3sccc3Cl)n2)ccc1Cl, C1CCOC1, CCO, Cl, [Na+], [OH-], O. The product is CN(CC(=O)O)c1cc(-c2noc(-c3sccc3Cl)n2)ccc1Cl. RXN SMILES: [CH2:1]([CH3:2])[O:3][C:4]([CH2:5][N:6]([CH3:7])[c:8]1[c:9]([Cl:25])[cH:10][cH:11][c:12](-[c:14]2[n:15][o:16][c:17](-[c:19]3[s:20][cH:21][cH:22][c:23]3[Cl:24])[n:18]2)[cH:13]1)=[O:26].[CH2:30]1[O:31][CH2:32][CH2:33][CH2:34]1.[CH3:35][CH2:36][OH:37].[ClH:29].[Na+:28].[OH-:27].[OH2:38]>>[O:3]=[C:4]([CH2:5][N:6]([CH3:7])[c:8]1[c:9]([Cl:25])[cH:10][cH:11][c:12](-[c:14]2[n:15][o:16][c:17](-[c:19]3[s:20][cH:21][cH:22][c:23]3[Cl:24])[n:18]2)[cH:13]1)[OH:26].